From a dataset of the Open Reaction Database (ORD), a public repository of structured organic reaction records. describe an organic reaction: reactants, conditions, products, and yield The reactants are FC1=CC(=C(C=C1)C(=O)N1CC=2N(CC3=C1C=CC=C3)C=CC2)C(F)(F)F ((4-fluoro-2-trifluoromethyl-phenyl)-(5H,11H-pyrrolo[2,1-c][1,4]benzodiazepin-10-yl)-methanone), [H-].[Na+] (sodium hydride), CC=1N=CNC1 (4-methylimidazole). The solvent is oil, CN(C=O)C (dimethylformamide). Product: CC=1N=CN(C1)C1=CC(=C(C=C1)C(=O)N1CC=2N(CC3=C1C=CC=C3)C=CC2)C(F)(F)F ([4-(4-Methyl-imidazol-1-yl)-2-trifluoromethyl-phenyl]-(5H,11H-pyrrolo[2,1-c][1,4]benzodiazepin-10-yl)-methanone). Yield: 56.6%. Reaction SMILES: F[C:2]1[CH:7]=[CH:6][C:5]([C:8]([N:10]2[C:16]3[CH:17]=[CH:18][CH:19]=[CH:20][C:15]=3[CH2:14][N:13]3[CH:21]=[CH:22][CH:23]=[C:12]3[CH2:11]2)=[O:9])=[C:4]([C:24]([F:27])([F:26])[F:25])[CH:3]=1.[H-].[Na+].[CH3:30][C:31]1[N:32]=[CH:33][NH:34][CH:35]=1>CN(C)C=O>[CH3:30][C:31]1[N:32]=[CH:33][N:34]([C:2]2[CH:7]=[CH:6][C:5]([C:8]([N:10]3[C:16]4[CH:17]=[CH:18][CH:19]=[CH:20][C:15]=4[CH2:14][N:13]4[CH:21]=[CH:22][CH:23]=[C:12]4[CH2:11]3)=[O:9])=[C:4]([C:24]([F:25])([F:26])[F:27])[CH:3]=2)[CH:35]=1 |f:1.2|. Procedure details: In the manner of Example 2, employing (4-fluoro-2-trifluoromethyl-phenyl)-(5H,11H-pyrrolo[2,1-c][1,4]benzodiazepin-10-yl)-methanone (1.0 g), 60% sodium hydride in oil (0.20 g), 4-methylimidazole (0.25 g) and dimethylformamide (25 ml), the title compound (0.66 g) was obtained as an amorphous solid. MS, m/z: 437.2 (M+H)+, 873.2 (2M+H)+. The reactants are C(C)(C)NC=1C=CC2=C(C(C[C@@H]3[C@H](CN(CC3)C)C2)=O)C1 (trans-1,2,3,4,4a,5,11,11a-octahydro-8-isopropylamino-2-methyl-6H-benzo[5,6]-cyclohepta[1,2-c]pyridin-6-one), O.NN (hydrazine hydrate), [OH-].[K+] (potassium hydroxide), C(COCCO)O (diethylene glycol). Solvent: O (water). Reaction conditions: time 3 hour. Product: C(C)(C)NC=1C=CC2=C(CC[C@@H]3[C@H](CN(CC3)C)C2)C1 (Trans-2,3,4,4a,5,6,11,11a-octahydro-8-isopropylamino-2-methyl-1H-benzo[5,6]cyclohepta[1,2-c]pyridine). As a reaction SMILES: [CH:1]([NH:4][C:5]1[CH:6]=[CH:7][C:8]2[CH2:19][C@H:13]3[CH2:14][N:15]([CH3:18])[CH2:16][CH2:17][C@@H:12]3[CH2:11][C:10](=O)[C:9]=2[CH:21]=1)([CH3:3])[CH3:2].O.NN.[OH-].[K+].C(O)COCCO>O>[CH:1]([NH:4][C:5]1[CH:6]=[CH:7][C:8]2[CH2:19][C@H:13]3[CH2:14][N:15]([CH3:18])[CH2:16][CH2:17][C@@H:12]3[CH2:11][CH2:10][C:9]=2[CH:21]=1)([CH3:3])[CH3:2] |f:1.2,3.4|. Procedure details: A mixture of 25.0 g of trans-1,2,3,4,4a,5,11,11a-octahydro-8-isopropylamino-2-methyl-6H-benzo[5,6]-cyclohepta[1,2-c]pyridin-6-one, 16.0 ml of hydrazine hydrate, 16.0 g of potassium hydroxide and 350 ml of diethylene glycol, is heated first for 1 hour at 150° and then for 3 hours at 200° C., whereby the water formed distils off. The mixture is cooled to room temperature, diluted with water and shaken with methylene chloride. The organic phase is washed neutral with water, dried over sodium sulpha... Reactants: CON(C(=O)C1(CC1)NC(OC(C)(C)C)=O)C (tert-butyl 1-(methoxy(methyl)carbamoyl)cyclopropylcarbamate), C[Si](C)(C)C#C ((trimethylsilyl)acetylene), [NH4+].[Cl-] (NH4Cl). Solvent: C1CCOC1 (THF). Conditions: time 5 hour. Product: C(C#C)(=O)C1(CC1)NC(OC(C)(C)C)=O (tert-butyl 1-propioloylcyclopropylcarbamate). As a reaction SMILES: CON(C)[C:4]([C:6]1([NH:9][C:10](=[O:16])[O:11][C:12]([CH3:15])([CH3:14])[CH3:13])[CH2:8][CH2:7]1)=[O:5].C[Si]([C:22]#[CH:23])(C)C.[NH4+].[Cl-]>C1COCC1>[C:4]([C:6]1([NH:9][C:10](=[O:16])[O:11][C:12]([CH3:13])([CH3:14])[CH3:15])[CH2:7][CH2:8]1)(=[O:5])[C:22]#[CH:23] |f:2.3|. Procedure details: To a stirred solution of tert-butyl 1-(methoxy(methyl)carbamoyl)cyclopropylcarbamate (5.0 g, 20.49 mmol, 1.0 eq) in THF at −78° C. was added (trimethylsilyl)acetylene (6.36 g, 61.15 mmol, 3.0 eq), and the stirring continued at the same temperature for 5 hr. Product formation was confirmed by LCMS. Saturated NH4Cl solution was added to the reaction mixture, which was then extracted with EtOAC. The organic layer was washed with brine, dried over Na2SO4 and concentrated. The crude product was purif... Starting materials: [Br-], CC(=O)c1cc(S(=O)(=O)Nc2cc(Cl)cnc2Br)ccc1Cl, C1CCOC1, C[Mg+], CCOCC. Product: CC(C)(O)c1cc(S(=O)(=O)Nc2cc(Cl)cnc2Br)ccc1Cl. As a reaction SMILES: [Br-:23].[C:1]([CH3:2])(=[O:3])[c:4]1[cH:5][c:6]([S:11](=[O:12])(=[O:13])[NH:14][c:15]2[c:16]([Br:22])[n:17][cH:18][c:19]([Cl:21])[cH:20]2)[cH:7][cH:8][c:9]1[Cl:10].[CH2:26]1[O:27][CH2:28][CH2:29][CH2:30]1.[CH3:24][Mg+:25].[CH3:31][CH2:32][O:33][CH2:34][CH3:35]>>[C:1]([CH3:2])([OH:3])([c:4]1[cH:5][c:6]([S:11](=[O:12])(=[O:13])[NH:14][c:15]2[c:16]([Br:22])[n:17][cH:18][c:19]([Cl:21])[cH:20]2)[cH:7][cH:8][c:9]1[Cl:10])[CH3:24].